This data is from the Open Reaction Database (ORD), a public repository of structured organic reaction records. The task is: describe an organic reaction: reactants, conditions, products, and yield The reactants are C(=O)(N1C=NC=C1)N1C=NC=C1 (1,1′-carbonyldiimidazole), FC1=CC=C(C=C1)C=1C(=C(N=NC1)NN)C1=CC=NC=C1 (1-(5-(4-fluorophenyl)4-(pyridin-4-yl)pyridazin-3-yl)hydrazine). Solvent: C1CCOC1 (THF), C1CCOC1 (THF). Reaction conditions: temperature 66 celsius, time 20 minute. Product: FC1=CC=C(C=C1)C1=C(C=2N(N=C1)C(NN2)=O)C2=CC=NC=C2 (7-(4-fluorophenyl)-8-(pyridine-4-yl)-[1,2,4]triazolo[4,3-b]pyridazin-3(2H)-one). Yield: 91.2%. As a reaction SMILES: [C:1](N1C=CN=C1)(N1C=CN=C1)=[O:2].[F:13][C:14]1[CH:19]=[CH:18][C:17]([C:20]2[C:21]([C:28]3[CH:33]=[CH:32][N:31]=[CH:30][CH:29]=3)=[C:22]([NH:26][NH2:27])[N:23]=[N:24][CH:25]=2)=[CH:16][CH:15]=1>C1COCC1>[F:13][C:14]1[CH:15]=[CH:16][C:17]([C:20]2[CH:25]=[N:24][N:23]3[C:1](=[O:2])[NH:27][N:26]=[C:22]3[C:21]=2[C:28]2[CH:33]=[CH:32][N:31]=[CH:30][CH:29]=2)=[CH:18][CH:19]=1. Reported procedure: To a solution of 1,1′-carbonyldiimidazole (1.27 g, 7.86 mmol) in THF (20 mL) was added a suspension of 1-(5-(4-fluorophenyl)4-(pyridin-4-yl)pyridazin-3-yl)hydrazine (442 mg, 1.57 mmol) in THF (5 mL). After addition, the reaction mixture was heated to 66° C. After 20 min., the reaction mixture was cooled to RT and the reaction mixture was then concentrated under reduced pressure. The residue was diluted with water. The resultant mixture was extracted with EtOAc (3×100 mL). The combined organic la... Reactants: O.C1(=CC=C(C=C1)S(=O)[O-])C.[Na+] (sodium p-toluenesulfinate hydrate), S1C(=NC2=C1C=CC=C2)SS[C@@H]2[C@@H](C(N2C(C(=O)OC(C2=CC=CC=C2)C2=CC=CC=C2)C(=C)C)=O)NC(COC2=CC=CC=C2)=O (diphenylmethyl 2-[(3R,4R)-4-[(benzothiazol-2-yl)dithio]-3-phenoxyacetamido-2-oxo-azetidin-1-yl]-3-methyl-3-butenoate), 1h. The reagents and catalysts are [N+](=O)([O-])[O-].[Ag+] (silver nitrate). The solvent is CC(=O)C (acetone), CC(=O)C (acetone), O (water), CC(=O)C (acetone), O (water). The product is C1(=CC=C(C=C1)S(=O)(=O)S[C@@H]1[C@@H](C(N1C(C(=O)OC(C1=CC=CC=C1)C1=CC=CC=C1)C(=C)C)=O)NC(COC1=CC=CC=C1)=O)C (Diphenylmethyl 2-[(3R, 4R)-4-(p-toluenesulfonylthio)-3-phenoxyacetamido-2-oxo-azetidin-1-yl]-3-methyl-3-butenoate). The yield is 74.1%. As a reaction SMILES: S1C2C=CC=CC=2N=C1S[S:11][C@H:12]1[N:15]([CH:16]([C:33]([CH3:35])=[CH2:34])[C:17]([O:19][CH:20]([C:27]2[CH:32]=[CH:31][CH:30]=[CH:29][CH:28]=2)[C:21]2[CH:26]=[CH:25][CH:24]=[CH:23][CH:22]=2)=[O:18])[C:14](=[O:36])[C@H:13]1[NH:37][C:38](=[O:47])[CH2:39][O:40][C:41]1[CH:46]=[CH:45][CH:44]=[CH:43][CH:42]=1.O.[C:49]1([CH3:58])[CH:54]=[CH:53][C:52]([S:55]([O-:57])=[O:56])=[CH:51][CH:50]=1.[Na+]>CC(C)=O.O.[N+]([O-])([O-])=O.[Ag+]>[C:49]1([CH3:58])[CH:54]=[CH:53][C:52]([S:55]([S:11][C@H:12]2[N:15]([CH:16]([C:33]([CH3:35])=[CH2:34])[C:17]([O:19][CH:20]([C:27]3[CH:32]=[CH:31][CH:30]=[CH:29][CH:28]=3)[C:21]3[CH:22]=[CH:23][CH:24]=[CH:25][CH:26]=3)=[O:18])[C:14](=[O:36])[C@H:13]2[NH:37][C:38](=[O:47])[CH2:39][O:40][C:41]2[CH:46]=[CH:45][CH:44]=[CH:43][CH:42]=2)(=[O:57])=[O:56])=[CH:51][CH:50]=1 |f:1.2.3,6.7|. Reported procedure: To a solution of diphenylmethyl 2-[(3R,4R)-4-[(benzothiazol-2-yl)dithio]-3-phenoxyacetamido-2-oxo-azetidin-1-yl]-3-methyl-3-butenoate (XIIIa. 12.12 g, 0.0182 mole) in acetone (325 mL) and water (37 mL), silver nitrate (3.86 g, 0.0227 mole) was added all at once. A freshly prepared solution of sodium p-toluenesulfinate hydrate (4.05 g; 0.0227 mole) in acetone (255 mL) and water (37 mL) was added dropwise over 1 h, while the reaction mixture was protected from light. After an additional 1h period ... Yields the product Cl.C(C)C(CC)N1CCC(CC1)CC1=NOC(=N1)C1=CC=C(C=C1)OC(F)(F)F (1-(1-Ethylpropyl)-4-{[5-(4-trifluoromethoxyphenyl)[1,2,4]oxadiazol-3-yl]-methyl}piperidine, hydrochloride). Reported procedure: The title compound was prepared by a similar procedure to that described in Example 12, starting from 2-((1-ethylpropyl)piperidin-4-yl)-N-hydroxyacetamidine and 4-trifluoromethoxybenzoyl chloride. RXN SMILES: [CH2:1]([CH:3]([N:6]1[CH2:11][CH2:10][CH:9]([CH2:12][C:13]([NH:15][OH:16])=[NH:14])[CH2:8][CH2:7]1)[CH2:4][CH3:5])[CH3:2].[F:17][C:18]([F:30])([F:29])[O:19][C:20]1[CH:28]=[CH:27][C:23]([C:24]([Cl:26])=O)=[CH:22][CH:21]=1>>[ClH:26].[CH2:1]([CH:3]([N:6]1[CH2:11][CH2:10][CH:9]([CH2:12][C:13]2[N:14]=[C:24]([C:23]3[CH:27]=[CH:28][C:20]([O:19][C:18]([F:17])([F:29])[F:30])=[CH:21][CH:22]=3)[O:16][N:15]=2)[CH2:8][CH2:7]1)[CH2:4][CH3:5])[CH3:2] |f:2.3|. Starting materials: C(C)C(CC)N1CCC(CC1)CC(=N)NO (2-((1-ethylpropyl)piperidin-4-yl)-N-hydroxyacetamidine), FC(OC1=CC=C(C(=O)Cl)C=C1)(F)F (4-trifluoromethoxybenzoyl chloride). Starting materials: [N+](=O)([O-])C1=C(C=CC=C1)CC(=O)O (2-nitrophenylacetic acid), S(O)(O)(=O)=O (sulfuric acid), CO (methanol), [OH-].[NH4+] (ammonium hydroxide). Run at time 8 hour. The product is [N+](=O)([O-])C1=C(C=CC=C1)CC(=O)OC (methyl 2-nitrophenylacetate). RXN SMILES: [N+:1]([C:4]1[CH:9]=[CH:8][CH:7]=[CH:6][C:5]=1[CH2:10][C:11]([OH:13])=[O:12])([O-:3])=[O:2].S(=O)(=O)(O)O.[OH-].[NH4+].[CH3:21]O>>[N+:1]([C:4]1[CH:9]=[CH:8][CH:7]=[CH:6][C:5]=1[CH2:10][C:11]([O:13][CH3:21])=[O:12])([O-:3])=[O:2] |f:2.3|. Procedure details: To a solution of 2-nitrophenylacetic acid (2.00 kg) in methanol (4 l) at room temperature is added concentrated sulfuric acid (71.0 ml) all at once. The solution is stirred and refluxed for 6 hours, then allowed to stand at room temperature overnight. After cooling in an ice bath to 7°, the solution is adjusted to pH 8 by the addition of concentrated ammonium hydroxide (150 ml), keeping the temperature below 10°. The solution is concentrated in vacuo to a volume of 2 l and is then admixed with d... Starting materials: N[C@H](C(=O)O)CC1=CC=C(C=C1)OCCC=1N=C(OC1C)C1=CC=C(C=C1)C(F)(F)F ((2S)-2-amino-3-[4-(2-{5-methyl-2-[4-(trifluoromethyl)phenyl]-1,3oxazol-4-yl}ethoxy)phenyl]propanoic acid), C1(=CC=CC=C1)C(CC(CC)=O)=O ((phenyl)-1,3-pentanedione). Product: C(C)/C(=C/C(C1=CC=CC=C1)=O)/N[C@H](C(=O)O)CC1=CC=C(C=C1)OCCC=1N=C(OC1C)C1=CC=C(C=C1)C(F)(F)F ((2S)-2-{[(Z)-1-ethyl-3-oxo-3-phenyl-1-propenyl]amino}-3-[4-(2-{5-methyl-2-[4-(trifluoromethyl)phenyl]-1,3-oxazol-4-yl}ethoxy)phenyl]propanoic acid), Example 5. Reaction SMILES: [NH2:1][C@@H:2]([CH2:6][C:7]1[CH:12]=[CH:11][C:10]([O:13][CH2:14][CH2:15][C:16]2[N:17]=[C:18]([C:22]3[CH:27]=[CH:26][C:25]([C:28]([F:31])([F:30])[F:29])=[CH:24][CH:23]=3)[O:19][C:20]=2[CH3:21])=[CH:9][CH:8]=1)[C:3]([OH:5])=[O:4].[C:32]1([C:38](=[O:44])[CH2:39][C:40](=O)[CH2:41][CH3:42])[CH:37]=[CH:36][CH:35]=[CH:34][CH:33]=1>>[CH2:41](/[C:40](/[NH:1][C@@H:2]([CH2:6][C:7]1[CH:12]=[CH:11][C:10]([O:13][CH2:14][CH2:15][C:16]2[N:17]=[C:18]([C:22]3[CH:23]=[CH:24][C:25]([C:28]([F:31])([F:30])[F:29])=[CH:26][CH:27]=3)[O:19][C:20]=2[CH3:21])=[CH:9][CH:8]=1)[C:3]([OH:5])=[O:4])=[CH:39]/[C:38](=[O:44])[C:32]1[CH:37]=[CH:36][CH:35]=[CH:34][CH:33]=1)[CH3:42]. Procedure details: The title compound was prepared (as described above for the preparation of Example 2) from 40 mg (0.092 mmol) of Intermediate 50 and 17 mg (0.092 mmol) of Intermediate 16 to yield 21 mg of Example 5: TLC (DCM/MeOH, 4/1): Rf=0.50; 1H NMR (DMSO-d6, 400 MHz) δ11.59 (d, 1H, J=9.8), 8.09 (d, 2H, J=9.0), 7.85 (d, 2H, J=8.8), 7.78 (m, 2H), 7.39 (m, 3H), 7.12 (d, 2H, J=8.0), 6.80 (d, 2H, J=8.0), 5.54 (s, 1H), 4.15 (t, 2H, J=6.6), 4.17 (m, 1H), 3.11 (m, 1H), 2.90 (t, 2H, J=6.6), 2.72 (m, 1H), 2.33 (s, 3H... The reactants are C(C=C)Cl (allyl chloride), C1(CCCC1)OC=1C=C(C=CC1OC)CC(=O)NC1=C(C=CC(=C1)Cl)O (N-(3-cyclopentyloxy-4-methoxyphenylacetyl)-2-hydroxy-5-chloroaniline). Run in C(C)O (ethanol), [OH-].[Na+] (NaOH), CO (methanol), O (water). The product is C1(CCCC1)OC=1C=C(C=CC1OC)CC(=O)NC1=C(C=CC(=C1)Cl)OCC=C (N-(3-Cyclopentyloxy-4-methoxyphenyl-acetyl)-2-allyloxy-5-chloroaniline). Isolated yield 64.6%. As a reaction SMILES: [CH2:1](Cl)[CH:2]=[CH2:3].[CH:5]1([O:10][C:11]2[CH:12]=[C:13]([CH2:19][C:20]([NH:22][C:23]3[CH:28]=[C:27]([Cl:29])[CH:26]=[CH:25][C:24]=3[OH:30])=[O:21])[CH:14]=[CH:15][C:16]=2[O:17][CH3:18])[CH2:9][CH2:8][CH2:7][CH2:6]1>C(O)C.[OH-].[Na+].CO.O>[CH:5]1([O:10][C:11]2[CH:12]=[C:13]([CH2:19][C:20]([NH:22][C:23]3[CH:28]=[C:27]([Cl:29])[CH:26]=[CH:25][C:24]=3[O:30][CH2:3][CH:2]=[CH2:1])=[O:21])[CH:14]=[CH:15][C:16]=2[O:17][CH3:18])[CH2:9][CH2:8][CH2:7][CH2:6]1 |f:3.4|. Reported procedure: In this step, allyl chloride (23.3 grams, 0.31 mol) was added to a stirred solution of N-(3-cyclopentyloxy-4-methoxyphenylacetyl)-2-hydroxy-5-chloroaniline (78 grams, 0.21 mol) in ethanol (600 millilters) and 1N NaOH in methanol (213 milliters). The mixture was heated under reflux for 8 hours and then diluted with water and extracted twice with ethyl acetate. Evaporation of the ethyl acetate and crystallization of the residue from methanol gave 56.4 grams (65%) of the title compound, mp 75°-76.5... Reactants: CC(C)(C#N)c1cccc(C(=O)O)c1, CN(C)C=O, O=C(Cl)C(=O)Cl, C1CCOC1. Product: CC(C)(C#N)c1cccc(C(=O)Cl)c1. RXN SMILES: [C:1](#[N:2])[C:3]([CH3:4])([CH3:5])[c:6]1[cH:7][c:8]([C:9](=[O:10])[OH:11])[cH:12][cH:13][cH:14]1.[CH3:15][N:16]([CH3:17])[CH:18]=[O:19].[Cl:20][C:21]([C:22]([Cl:23])=[O:24])=[O:25].[O:26]1[CH2:27][CH2:28][CH2:29][CH2:30]1>>[C:1](#[N:2])[C:3]([CH3:4])([CH3:5])[c:6]1[cH:7][c:8]([C:9](=[O:10])[Cl:20])[cH:12][cH:13][cH:14]1. Starting materials: [OH-].[K+] (potassium hydroxide), C(C1=CC(OC)=C(O)C(OC)=C1)=O (syringaldehyde), CN(C(=O)CC(=O)OCC)C (ethyl a-dimethylcarbamoylacetate), N1CCCCC1 (piperidine). The solvent is C(C)O (ethanol), C(C)(=O)OCC (ethyl acetate), O1CCCC1 (tetrahydrofuran). Reaction conditions: time 15 hour. The product is CN(C(=O)C(C(=O)O)=CC1=CC(=C(C(=C1)OC)O)OC)C (α-dimethylcarbamoyl-3,5-dimethoxy-4-hydroxycinnamic acid). Isolated yield 35.1%. RXN SMILES: [CH:1](=O)[C:2]1[CH:12]=[C:9]([O:10][CH3:11])[C:7]([OH:8])=[C:4]([O:5][CH3:6])[CH:3]=1.[CH3:14][N:15]([CH3:24])[C:16]([CH2:18][C:19]([O:21]CC)=[O:20])=[O:17].N1CCCCC1.[OH-].[K+]>C(O)C.O1CCCC1.C(OCC)(=O)C>[CH3:14][N:15]([CH3:24])[C:16]([C:18](=[CH:1][C:2]1[CH:12]=[C:9]([O:10][CH3:11])[C:7]([OH:8])=[C:4]([O:5][CH3:6])[CH:3]=1)[C:19]([OH:21])=[O:20])=[O:17] |f:3.4|. Reported procedure: A 8.1 g (44.5 mmol) of syringaldehyde, 7.2 g (44.4 mmol) of ethyl a-dimethylcarbamoylacetate and 6.6 ml (66.7 mmol) of piperidine in 150 ml of ethanol solution was stirred at 110° C. for about 12 hours. The mixture was concentrated under reduced pressure and purified by silica gel column chromatography (methanol/chloroform=2-4%). An oily product thus obtained was dissolved in 50 ml of tetrahydrofuran. To the solution was added an aqueous potassium hydroxide solution (4.3 g/10 ml), and the soluti...